This data is from the Open Reaction Database (ORD), a public repository of structured organic reaction records. The task is: describe an organic reaction: reactants, conditions, products, and yield Starting materials: Cc1ccc(C#N)c(Br)c1, ClC(Cl)(Cl)Cl, O=C1CCC(=O)N1Br. The product is N#Cc1ccc(CBr)cc1Br. RXN SMILES: [Br:1][c:2]1[c:3]([C:4]#[N:5])[cH:6][cH:7][c:8]([CH3:10])[cH:9]1.[Cl:19][C:20]([Cl:21])([Cl:22])[Cl:23].[O:11]=[C:12]1[N:13]([Br:18])[C:14](=[O:15])[CH2:16][CH2:17]1>>[Br:1][c:2]1[c:3]([C:4]#[N:5])[cH:6][cH:7][c:8]([CH2:10][Br:18])[cH:9]1. Starting materials: Nc1nn2cc(Br)cnc2c1-c1ccccn1, O=C([O-])[O-], ClCCl, [Na+], [Na+], CN(C)C=O, OB(O)c1ccc(O)cc1. The product is Nc1nn2cc(-c3ccc(O)cc3)cnc2c1-c1ccccn1. Reaction SMILES: [Br:1][c:2]1[cH:3][n:4][c:5]2[n:6]([cH:7]1)[n:8][c:9]([NH2:17])[c:10]2-[c:11]1[n:12][cH:13][cH:14][cH:15][cH:16]1.[C:28](=[O:29])([O-:30])[O-:31].[Cl:34][CH2:35][Cl:36].[Na+:32].[Na+:33].[O:37]=[CH:38][N:39]([CH3:40])[CH3:41].[OH:18][c:19]1[cH:20][cH:21][c:22]([B:25]([OH:26])[OH:27])[cH:23][cH:24]1>>[c:2]1(-[c:22]2[cH:21][cH:20][c:19]([OH:18])[cH:24][cH:23]2)[cH:3][n:4][c:5]2[n:6]([cH:7]1)[n:8][c:9]([NH2:17])[c:10]2-[c:11]1[n:12][cH:13][cH:14][cH:15][cH:16]1. Reactants: NC1=NC=C(C(=C1[N+](=O)[O-])N1CCN(CC1)CC(=O)NC=1SC=CN1)Cl (2-[4-(2-amino-5-chloro-3-nitro-pyridin-4-yl)-piperazin-1-yl]-N-thiazol-2-yl-acetamide), C(C1=CC=CC=C1)=O (benzaldehyde), S(=O)([O-])S(=O)[O-].[Na+].[Na+] (sodium dithionite). The solvent is C(C)O (ethanol). Reaction conditions: temperature 70 celsius. Yields the product ClC=1C(=C2C(=NC1)NC(=N2)C2=CC=CC=C2)N2CCN(CC2)CC(=O)NC=2SC=CN2 (2-[4-(6-Chloro-2-phenyl-3H-imidazo[4,5-b]pyridin-7-yl)-piperazin-1-yl]-N-thiazol-2-yl-acetamide). Reaction SMILES: [NH2:1][C:2]1[C:7]([N+:8]([O-])=O)=[C:6]([N:11]2[CH2:16][CH2:15][N:14]([CH2:17][C:18]([NH:20][C:21]3[S:22][CH:23]=[CH:24][N:25]=3)=[O:19])[CH2:13][CH2:12]2)[C:5]([Cl:26])=[CH:4][N:3]=1.[CH:27](=O)[C:28]1[CH:33]=[CH:32][CH:31]=[CH:30][CH:29]=1.S(S([O-])=O)([O-])=O.[Na+].[Na+]>C(O)C>[Cl:26][C:5]1[C:6]([N:11]2[CH2:16][CH2:15][N:14]([CH2:17][C:18]([NH:20][C:21]3[S:22][CH:23]=[CH:24][N:25]=3)=[O:19])[CH2:13][CH2:12]2)=[C:7]2[N:8]=[C:27]([C:28]3[CH:33]=[CH:32][CH:31]=[CH:30][CH:29]=3)[NH:1][C:2]2=[N:3][CH:4]=1 |f:2.3.4|. Procedure details: To a mixture of 2-[4-(2-amino-5-chloro-3-nitro-pyridin-4-yl)-piperazin-1-yl]-N-thiazol-2-yl-acetamide (0.040 g, 0.10 mmol), ethanol (3 ml), and benzaldehyde (0.015 g, 0.14 mmol) was added a freshly prepared aqueous solution of sodium dithionite (Na2S2O4) (1M; 0.4 ml, 0.4 mmol). The reaction mixture was heated at 70° C. for 6 h, then allowed to cool to room temperature and the solvents were removed in vacuo. The residue was absorbed on silica gel and the free running powder was placed on a 10 g i... The reactants are B(Br)(Br)Br (boron tribromide), ClC1=C(OC=2C=CC(=C(C=O)C2)OC)C(=CC(=C1)[N+](=O)[O-])C (5-(2-chloro-6-methyl-4-nitro-phenoxy)-2-methoxy-benzaldehyde), C(C)(=O)OCC.O (ethyl acetate water). Solvent: ClCCl (dichloromethane). Conditions: temperature -78 celsius, time 1.5 hour. The product is ClC1=C(OC=2C=CC(=C(C=O)C2)O)C(=CC(=C1)[N+](=O)[O-])C (5-(2-chloro-6-methyl-4-nitro-phenoxy)-2-hydroxy-benzaldehyde). Isolated yield 90.4%. Reaction SMILES: [Cl:1][C:2]1[CH:18]=[C:17]([N+:19]([O-:21])=[O:20])[CH:16]=[C:15]([CH3:22])[C:3]=1[O:4][C:5]1[CH:6]=[CH:7][C:8]([O:13]C)=[C:9]([CH:12]=1)[CH:10]=[O:11].B(Br)(Br)Br.C(OCC)(=O)C.O>ClCCl>[Cl:1][C:2]1[CH:18]=[C:17]([N+:19]([O-:21])=[O:20])[CH:16]=[C:15]([CH3:22])[C:3]=1[O:4][C:5]1[CH:6]=[CH:7][C:8]([OH:13])=[C:9]([CH:12]=1)[CH:10]=[O:11] |f:2.3|. Procedure details: To a cooled (−78° C.), stirred solution of 5-(2-chloro-6-methyl-4-nitro-phenoxy)-2-methoxy-benzaldehyde (10 g) in dichloromethane (300 mL) was added boron tribromide (23.3 g) dropwise. The reaction was allowed to warm to ambient temperature, stirred for 1.5 h, ice was added to quench the reaction and work up was done with ethyl acetate/water. The organic layer was dried over sodium sulfate, concentrated in vacuo and the resulting oil filtered through a plug of silica gel (eluting with chloroform... Reactants: N(N)[C@@H]1C(N(C[C@@H]1C)OCC1=CC=CC=C1)=O (cis-3-hydrazino-1-benzyloxy-4-methylpyrrolidin-2-one), C(C)(=O)O (acetic acid). The reagents and catalysts are [Pd] (palladium black). Run in C(C)O (ethanol). The product is N[C@@H]1C(N(C[C@@H]1C)O)=O (cis-3-amino-1-hydroxy-4-methylpyrrolidin-2-one). Yield: 24.6%. RXN SMILES: [NH:1]([C@H:3]1[C@@H:7]([CH3:8])[CH2:6][N:5]([O:9]CC2C=CC=CC=2)[C:4]1=[O:17])N.C(O)(=O)C>C(O)C.[Pd]>[NH2:1][C@H:3]1[C@@H:7]([CH3:8])[CH2:6][N:5]([OH:9])[C:4]1=[O:17]. Procedure: The hydrazine from step C (69 mg) was dissolved in ethanol (20 ml) and glacial acetic acid (5 ml) and the solution was hydrogenated at 50 psi for 2 h in the presence of palladium black (50 mg). The solution was filtered and further hydrogenated in the presence of platinum oxide (50 mg) at 50 psi for 1.5 h. The solution was filtered and the solvent evaporated to dryness. The residue was dissolved in water (10 ml) and applied to a column containing Dowex 50W-X8 (100-200 mesh, 2×2cm, H+ form). Afte... Reactants: Cl (hydrochloric acid), aqueous solution, [OH-].[Na+] (sodium hydroxide), COC1=C(C=CC=C1)C(CN1C=NC=C1)S(=O)C1=CC=C(C(=O)OC)C=C1 (Methyl 4-[1-(2-methoxyphenyl)-2-(imidazol-1-yl)ethylsulfinyl]benzoate). Run in CO (methanol). Reaction conditions: time 7 hour. Product: COC1=C(C=CC=C1)C(CN1C=NC=C1)S(=O)C1=CC=C(C(=O)O)C=C1 (4-[1-(2-Methoxyphenyl)-2-(imidazol-1-yl)ethylsulfinyl]-benzoic acid). Yield: 68.5%. Reaction SMILES: [OH-].[Na+].[CH3:3][O:4][C:5]1[CH:10]=[CH:9][CH:8]=[CH:7][C:6]=1[CH:11]([S:18]([C:20]1[CH:29]=[CH:28][C:23]([C:24]([O:26]C)=[O:25])=[CH:22][CH:21]=1)=[O:19])[CH2:12][N:13]1[CH:17]=[CH:16][N:15]=[CH:14]1.Cl>CO>[CH3:3][O:4][C:5]1[CH:10]=[CH:9][CH:8]=[CH:7][C:6]=1[CH:11]([S:18]([C:20]1[CH:21]=[CH:22][C:23]([C:24]([OH:26])=[O:25])=[CH:28][CH:29]=1)=[O:19])[CH2:12][N:13]1[CH:17]=[CH:16][N:15]=[CH:14]1 |f:0.1|. Procedure: 1.22 ml of a 1N aqueous solution of sodium hydroxide was added to a solution of 235 mg of methyl 4-[1-(2-methoxyphenyl)-2-(imidazol-1-yl)ethylsulfinyl]benzoate (prepared as described in Example 39) in 3 ml of methanol, and the resulting mixture was stirred at room temperature for 7 hours. The reaction mixture was then neutralized with 1.22 ml of 1N aqueous hydrochloric acid, and then treated and purified by the same method as described in Example 34, to give 155 mg of the title compound as a col... The reactants are OCCCBr, N#Cc1cccc(O)c1, C1CCOC1, c1ccc(P(c2ccccc2)c2ccccc2)cc1. Product: N#Cc1cccc(OCCCBr)c1. Reaction SMILES: [Br:10][CH2:11][CH2:12][CH2:13][OH:14].[C:1](#[N:2])[c:3]1[cH:4][c:5]([OH:9])[cH:6][cH:7][cH:8]1.[CH2:34]1[O:35][CH2:36][CH2:37][CH2:38]1.[c:15]1([P:16]([c:17]2[cH:18][cH:19][cH:20][cH:21][cH:22]2)[c:23]2[cH:24][cH:25][cH:26][cH:27][cH:28]2)[cH:29][cH:30][cH:31][cH:32][cH:33]1>>[C:1](#[N:2])[c:3]1[cH:4][c:5]([O:9][CH2:13][CH2:12][CH2:11][Br:10])[cH:6][cH:7][cH:8]1. Reactants: C(CC)NC(CO)=O (N-propylglycolamide), [H-].[Na+] (sodium hydride), ClC1N(C(C2=CC=CC=C12)=O)C1=NC2=NC(=CC=C2C=C1)Cl (3-chloro-2-(7-chloro-1,8-naphthyridin-2-yl)-1-isoindolinone). The solvent is O1CCCC1 (tetrahydrofuran). Product: ClC1=CC=C2C=CC(=NC2=N1)N1C(C2=CC=CC=C2C1=O)OCC(=O)NCCC ([2-(7-chloro-1,8-naphthyridin-2-yl)-3-oxo-1isoindolinyloxy]-N-propylacetamide). The yield is 56.3%. Reaction SMILES: [CH2:1]([NH:4][C:5](=[O:8])[CH2:6][OH:7])[CH2:2][CH3:3].[H-].[Na+].Cl[CH:12]1[C:20]2[C:15](=[CH:16][CH:17]=[CH:18][CH:19]=2)[C:14](=[O:21])[N:13]1[C:22]1[CH:31]=[CH:30][C:29]2[C:24](=[N:25][C:26]([Cl:32])=[CH:27][CH:28]=2)[N:23]=1>O1CCCC1>[Cl:32][C:26]1[N:25]=[C:24]2[C:29]([CH:30]=[CH:31][C:22]([N:13]3[C:14](=[O:21])[C:15]4[C:20](=[CH:19][CH:18]=[CH:17][CH:16]=4)[CH:12]3[O:7][CH2:6][C:5]([NH:4][CH2:1][CH2:2][CH3:3])=[O:8])=[N:23]2)=[CH:28][CH:27]=1 |f:1.2|. Procedure details: The procedure is as in Example 22, but starting with N-propylglycolamide (9.4 g) in tetrahydrofuran (375 cc), an oily suspension (50% by weight; 3.3 g) of sodium hydride and 3-chloro-2-(7-chloro-1,8-naphthyridin-2-yl)-1-isoindolinone (15 g). After recrystallization in acetonitrile, [2-(7-chloro-1,8-naphthyridin-2-yl)-3-oxo-1isoindolinyloxy]-N-propylacetamide (10.5 g), m.p. 167° C., is obtained. Reactants: Cc1nc(-c2ccccc2N)no1, O=C(Cl)Cl, ClCCl. The product is Cc1nc(-c2ccccc2NC(=O)Cl)no1. As a reaction SMILES: [CH3:1][c:2]1[n:3][c:4](-[c:7]2[c:8]([NH2:13])[cH:9][cH:10][cH:11][cH:12]2)[n:5][o:6]1.[Cl:14][C:15]([Cl:16])=[O:17].[Cl:18][CH2:19][Cl:20]>>[CH3:1][c:2]1[n:3][c:4](-[c:7]2[c:8]([NH:13][C:15]([Cl:14])=[O:17])[cH:9][cH:10][cH:11][cH:12]2)[n:5][o:6]1. Starting materials: crude product, ClC1=C(OCCCCC=O)C(=CC(=C1)OCC=C(Cl)Cl)Cl (5-(2,6-dichloro-4-(3,3-dichloro-2-propenyloxy)phenoxy)pentanal), Cl (hydrochloric acid), Cl.ClC(=CCON)Cl (O-(3,3-dichloro-2-propenyl)hydroxylamine hydrochloride). The solvent is N1=CC=CC=C1 (pyridine). Run at time 24 hour. The product is ClC(=CCON=CCCCCOC1=C(C=C(C=C1Cl)OCC=C(Cl)Cl)Cl)Cl (5-(2,6-dichloro-4-(3,3-dichloro-2-propenyloxy)phenoxy)pentanal O-(3,3-dichloro-2-propenyl)oxime). Isolated yield 46.6%. RXN SMILES: [Cl:1][C:2]1[CH:14]=[C:13]([O:15][CH2:16][CH:17]=[C:18]([Cl:20])[Cl:19])[CH:12]=[C:11]([Cl:21])[C:3]=1[O:4][CH2:5][CH2:6][CH2:7][CH2:8][CH:9]=O.Cl.[Cl:23][C:24]([Cl:29])=[CH:25][CH2:26][O:27][NH2:28].Cl>N1C=CC=CC=1>[Cl:23][C:24]([Cl:29])=[CH:25][CH2:26][O:27][N:28]=[CH:9][CH2:8][CH2:7][CH2:6][CH2:5][O:4][C:3]1[C:2]([Cl:1])=[CH:14][C:13]([O:15][CH2:16][CH:17]=[C:18]([Cl:20])[Cl:19])=[CH:12][C:11]=1[Cl:21] |f:1.2|. Procedure: To a mixture of 0.37 g of 5-(2,6-dichloro-4-(3,3-dichloro-2-propenyloxy)phenoxy)pentanal and 10 ml of pyridine was added 0.20 g of O-(3,3-dichloro-2-propenyl)hydroxylamine hydrochloride. After stirring at room temperature for 24 hours, the reaction mixture was poured into diluted hydrochloric acid, and extracted twice with diethyl ether. The diethyl ether layers were combined, washed with water, dried over anhydrous magnesium sulfate, and concentrated to give a crude product. This crude product ...